This data is from the Open Reaction Database (ORD), a public repository of structured organic reaction records. The task is: describe an organic reaction: reactants, conditions, products, and yield Reactants: Cc1nc(CO)co1, O=S(=O)(Nc1ncc(Cl)nc1Cl)c1cccc(Cl)c1Cl. The product is Cc1nc(COc2nc(Cl)cnc2NS(=O)(=O)c2cccc(Cl)c2Cl)co1. Reaction SMILES: [CH3:1][c:2]1[o:3][cH:4][c:5]([CH2:7][OH:8])[n:6]1.[Cl:9][c:10]1[c:11]([S:17](=[O:18])(=[O:19])[NH:20][c:21]2[n:22][cH:23][c:24]([Cl:28])[n:25][c:26]2[Cl:27])[cH:12][cH:13][cH:14][c:15]1[Cl:16]>>[CH3:1][c:2]1[o:3][cH:4][c:5]([CH2:7][O:8][c:26]2[c:21]([NH:20][S:17]([c:11]3[c:10]([Cl:9])[c:15]([Cl:16])[cH:14][cH:13][cH:12]3)(=[O:18])=[O:19])[n:22][cH:23][c:24]([Cl:28])[n:25]2)[n:6]1. The reactants are C(#CC)N1C(C2=CC=CC=C2C1=O)=O (2-propinyl-isoindolin-1,3-dione), FC1=CC=C(C=C1)C(C1=CC=C(C=C1)F)N1CCNCC1 ([bis-(4-fluorophenyl)-methyl]-piperazine), C=O (paraformaldehyde). Reagents/catalysts: S(=O)(=O)([O-])[O-].[Cu+2] (copper sulfate). Solvent: O1CCOCC1 (dioxane). The product is FC1=CC=C(C=C1)C(N1CCN(CC1)CC#CCN1C(C2=CC=CC=C2C1=O)=O)C1=CC=C(C=C1)F (2-(4-{4-[bis-(4-fluorophenyl)-methyl]-piperazin-1-yl}-but-2-inyl)-isoindolin-1,3-dione). Reaction SMILES: [C:1]([N:4]1[C:12](=[O:13])[C:11]2[C:6](=[CH:7][CH:8]=[CH:9][CH:10]=2)[C:5]1=[O:14])#[C:2][CH3:3].[F:15][C:16]1[CH:21]=[CH:20][C:19]([CH:22]([N:30]2[CH2:35][CH2:34][NH:33][CH2:32][CH2:31]2)[C:23]2[CH:28]=[CH:27][C:26]([F:29])=[CH:25][CH:24]=2)=[CH:18][CH:17]=1.[CH2:36]=O>O1CCOCC1.S([O-])([O-])(=O)=O.[Cu+2]>[F:15][C:16]1[CH:17]=[CH:18][C:19]([CH:22]([C:23]2[CH:24]=[CH:25][C:26]([F:29])=[CH:27][CH:28]=2)[N:30]2[CH2:31][CH2:32][N:33]([CH2:36][C:3]#[C:2][CH2:1][N:4]3[C:12](=[O:13])[C:11]4[C:6](=[CH:7][CH:8]=[CH:9][CH:10]=4)[C:5]3=[O:14])[CH2:34][CH2:35]2)=[CH:20][CH:21]=1 |f:4.5|. Reported procedure: 15 g (81 mmol) 2-propinyl-isoindolin-1,3-dione, 15 g (52 mmol) [bis-(4-fluorophenyl)-methyl]-piperazine, 2:5 g (81 mmol) paraformaldehyde and 0,2 g copper sulfate are stirred for three hours in 200 ml dioxane at 100° C. The cool solution is concentrated under vacuum and the residue is distributed between acetic acid ethyl ester and saturated NaCl solution. The organic phase is dried over sodium sulfate and concentrated under vacuum until dry. The residue is chromatographically purified over sili... The reactants are CN(C=1C=C(C(C=N[C@H]2[C@@H](CCCC2)N)=CC1)O)C ((R,R)-N-mono(4-dimethylaminosalicylidene)-1,2-cyclohexanediamine), OC1=C(C=O)C=CC(=C1)O (2,4-dihydroxybenzaldehyde). The solvent is C(C)O (ethanol), C(C)O (ethanol). Conditions: temperature 60 celsius. Yields the product CN(C=1C=C(C(C=N[C@H]2[C@@H](CCCC2)N=CC=2C(O)=CC(=CC2)O)=CC1)O)C ((R,R)-N-[4-(dimethylamino)salicylidene]-N′-(4-hydroxysalicylidene)-1,2-cyclohexanediamine). Reaction SMILES: [CH3:1][N:2]([CH3:19])[C:3]1[CH:4]=[C:5]([OH:18])[C:6](=[CH:16][CH:17]=1)[CH:7]=[N:8][C@@H:9]1[CH2:14][CH2:13][CH2:12][CH2:11][C@H:10]1[NH2:15].[OH:20][C:21]1[CH:28]=[C:27]([OH:29])[CH:26]=[CH:25][C:22]=1[CH:23]=O>C(O)C>[CH3:1][N:2]([CH3:19])[C:3]1[CH:4]=[C:5]([OH:18])[C:6](=[CH:16][CH:17]=1)[CH:7]=[N:8][C@@H:9]1[CH2:14][CH2:13][CH2:12][CH2:11][C@H:10]1[N:15]=[CH:23][C:22]1[C:21](=[CH:28][C:27]([OH:29])=[CH:26][CH:25]=1)[OH:20]. Procedure details: To a solution of 2.5 g (9.56 mmol) (R,R)-N-mono(4-dimethylaminosalicylidene)-1,2-cyclohexanediamine in 225 ml of ethanol is added dropwise at room temperature over the course of 45 minutes a solution of 1.321 g (9.56 mmol) 2,4-dihydroxybenzaldehyde in 225 ml ethanol. The reaction solution is heated at 60° C. for 4 h. After cooling to room temperature the resultant reddish brown solution is concentrated to dryness. The crude product (ca. 5 g) is resolved by column chromatography (ethyl acetate/me... The reactants are O=C1NC2=C(N1C1CCN(CC1)C1(CCC1)C#N)C=CC=C2 (1-[4-(2-oxo-2,3-dihydro-1H-1,3-benzimidazol-1-yl)piperidino]-1-cyclobutanecarbonitrile), C1(=CC=CC=C1)[Mg]Br (phenylmagnesium bromide). Product: C1(=CC=CC=C1)C1(CCC1)N1CCC(CC1)N1C(NC2=C1C=CC=C2)=O (1-[1-(1-Phenylcyclobuyl)-4-piperidinyl]-1,3-dihydro-2H-1,3-benzimidazol-2-one). The yield is 48.0%. RXN SMILES: [O:1]=[C:2]1[N:6]([CH:7]2[CH2:12][CH2:11][N:10]([C:13]3([C:17]#N)[CH2:16][CH2:15][CH2:14]3)[CH2:9][CH2:8]2)[C:5]2[CH:19]=[CH:20][CH:21]=[CH:22][C:4]=2[NH:3]1.[C:23]1([Mg]Br)[CH:28]=[CH:27]C=[CH:25][CH:24]=1>>[C:17]1([C:13]2([N:10]3[CH2:9][CH2:8][CH:7]([N:6]4[C:5]5[CH:19]=[CH:20][CH:21]=[CH:22][C:4]=5[NH:3][C:2]4=[O:1])[CH2:12][CH2:11]3)[CH2:16][CH2:15][CH2:14]2)[CH:27]=[CH:28][CH:23]=[CH:24][CH:25]=1. Procedure: This was prepared according to the procedure described in example 1 using 1-[4-(2-oxo-2,3-dihydro-1H-1,3-benzimidazol-1-yl)piperidino]-1-cyclobutanecarbonitrile and phenylmagnesium bromide. Yield was 48%. Reactants: O=C([O-])[O-], CC(C)n1nc(-c2nc(C(N)=O)c(N)nc2Cl)ccc1=O, [Na+], [Na+], C1COCCO1, O, c1ccc(P(c2ccccc2)(c2ccccc2)[Pd](P(c2ccccc2)(c2ccccc2)c2ccccc2)(P(c2ccccc2)(c2ccccc2)c2ccccc2)P(c2ccccc2)(c2ccccc2)c2ccccc2)cc1, OB(O)c1cccs1. Yields the product CC(C)n1nc(-c2nc(C(N)=O)c(N)nc2-c2cccs2)ccc1=O. RXN SMILES: [C:1](=[O:2])([O-:3])[O-:4].[NH2:7][c:8]1[c:9]([C:25](=[O:26])[NH2:27])[n:10][c:11](-[c:15]2[n:16][n:17]([CH:22]([CH3:23])[CH3:24])[c:18](=[O:21])[cH:19][cH:20]2)[c:12]([Cl:14])[n:13]1.[Na+:5].[Na+:6].[O:37]1[CH2:38][CH2:39][O:40][CH2:41][CH2:42]1.[OH2:36].[cH:43]1[cH:44][cH:45][c:46]([P:47]([Pd:48]([P:49]([c:50]2[cH:51][cH:52][cH:53][cH:54][cH:55]2)([c:56]2[cH:57][cH:58][cH:59][cH:60][cH:61]2)[c:62]2[cH:63][cH:64][cH:65][cH:66][cH:67]2)([P:68]([c:69]2[cH:70][cH:71][cH:72][cH:73][cH:74]2)([c:75]2[cH:76][cH:77][cH:78][cH:79][cH:80]2)[c:81]2[cH:82][cH:83][cH:84][cH:85][cH:86]2)[P:87]([c:88]2[cH:89][cH:90][cH:91][cH:92][cH:93]2)([c:94]2[cH:95][cH:96][cH:97][cH:98][cH:99]2)[c:100]2[cH:101][cH:102][cH:103][cH:104][cH:105]2)([c:106]2[cH:107][cH:108][cH:109][cH:110][cH:111]2)[c:112]2[cH:113][cH:114][cH:115][cH:116][cH:117]2)[cH:118][cH:119]1.[s:28]1[c:29]([B:33]([OH:34])[OH:35])[cH:30][cH:31][cH:32]1>>[NH2:7][c:8]1[c:9]([C:25](=[O:26])[NH2:27])[n:10][c:11](-[c:15]2[n:16][n:17]([CH:22]([CH3:23])[CH3:24])[c:18](=[O:21])[cH:19][cH:20]2)[c:12](-[c:29]2[s:28][cH:32][cH:31][cH:30]2)[n:13]1.